Dataset: the Open Reaction Database (ORD), a public repository of structured organic reaction records. Task: describe an organic reaction: reactants, conditions, products, and yield Reactants: [BH4-], CCO, CC(=O)COc1cc(N)c(Cl)cc1C(=O)NC1CN2CCC1CC2. Yields the product CC(O)COc1cc(N)c(Cl)cc1C(=O)NC1CN2CCC1CC2. As a reaction SMILES: [BH4-:25].[CH3:26][CH2:27][OH:28].[NH2:1][c:2]1[cH:3][c:4]([O:20][CH2:21][C:22]([CH3:23])=[O:24])[c:5]([C:6](=[O:7])[NH:8][CH:9]2[CH2:10][N:11]3[CH2:12][CH2:13][CH:14]2[CH2:15][CH2:16]3)[cH:17][c:18]1[Cl:19]>>[NH2:1][c:2]1[cH:3][c:4]([O:20][CH2:21][CH:22]([CH3:23])[OH:24])[c:5]([C:6](=[O:7])[NH:8][CH:9]2[CH2:10][N:11]3[CH2:12][CH2:13][CH:14]2[CH2:15][CH2:16]3)[cH:17][c:18]1[Cl:19]. Run in CN(C)C=O (DMF), CN(C)C=O (DMF). Conditions: temperature 60 celsius. Yield: 19.1%. Yields the product C(C)(C)(C)OC(=O)N1CCC(CC1)NC=1OC2=NC=CC=C2N1 (4-(Oxazolo[5,4-b]pyridin-2-ylamino)-piperidine-1-carboxylic acid tert-butyl ester). The reactants are N1=C(OC2=NC=CC=C21)S (oxazolo[5,4-b]pyridine-2-thiol), S(=O)(Cl)Cl (thionyl chloride), C(C)(C)(C)OC(=O)N1CCC(CC1)N (4-amino-piperidine-1-carboxylic acid tert-butyl ester). RXN SMILES: [N:1]1[C:9]2[C:4](=[N:5][CH:6]=[CH:7][CH:8]=2)[O:3][C:2]=1S.S(Cl)(Cl)=O.[C:15]([O:19][C:20]([N:22]1[CH2:27][CH2:26][CH:25]([NH2:28])[CH2:24][CH2:23]1)=[O:21])([CH3:18])([CH3:17])[CH3:16]>CN(C=O)C>[C:15]([O:19][C:20]([N:22]1[CH2:27][CH2:26][CH:25]([NH:28][C:2]2[O:3][C:4]3[C:9]([N:1]=2)=[CH:8][CH:7]=[CH:6][N:5]=3)[CH2:24][CH2:23]1)=[O:21])([CH3:18])([CH3:16])[CH3:17]. Reported procedure: To oxazolo[5,4-b]pyridine-2-thiol (1.0 g, 6.57 mmol, 1.0 equiv) was added thionyl chloride (14.1 g, 8.6 mL, 118.3 mmol, 18.0 equiv) and anhydrous DMF (0.56 g, 0.56 mL, 7.23 mmol, 1.1 equiv) and the reaction mixture heated to reflux for 30 min. The solvent was removed under reduced pressure and the crude oil azeotroped twice with xylene to remove excess thionyl chloride. To the crude reaction product was added 4-amino-piperidine-1-carboxylic acid tert-butyl ester (1.97 g, 9.86 mmol, 1.5 equiv) in...